From a dataset of the Open Reaction Database (ORD), a public repository of structured organic reaction records. describe an organic reaction: reactants, conditions, products, and yield Yields the product Cc1ccc(C(=O)NC2(c3ccccn3)CC2)cc1I. Reaction SMILES: [CH3:22][CH2:23][N:24]=[C:25]=[N:26][CH2:27][CH2:28][CH2:29][N:30]([CH3:31])[CH3:32].[CH:44]([N:45]([CH2:46][CH3:47])[CH:48]([CH3:49])[CH3:50])([CH3:51])[CH3:52].[Cl:53][CH2:54][Cl:55].[ClH:33].[I:1][c:2]1[cH:3][c:4]([C:5](=[O:6])[OH:7])[cH:8][cH:9][c:10]1[CH3:11].[OH2:56].[OH:34][n:35]1[c:36]2[c:37]([cH:38][cH:39][cH:40][cH:41]2)[n:42][n:43]1.[n:12]1[c:13]([C:18]2([NH2:21])[CH2:19][CH2:20]2)[cH:14][cH:15][cH:16][cH:17]1>>[I:1][c:2]1[cH:3][c:4]([C:5](=[O:7])[NH:21][C:18]2([c:13]3[n:12][cH:17][cH:16][cH:15][cH:14]3)[CH2:19][CH2:20]2)[cH:8][cH:9][c:10]1[CH3:11]. The reactants are CCN=C=NCCCN(C)C, CCN(C(C)C)C(C)C, ClCCl, Cl, Cc1ccc(C(=O)O)cc1I, O, On1nnc2ccccc21, NC1(c2ccccn2)CC1. The reactants are O=C([O-])O, COc1cc2ncnc(N3CCC(C(C)(O)CO)CC3)c2cc1OC, CCOC(C)=O, ClC(Cl)Cl, [Na+], Cc1ccc(S(=O)(=O)Cl)cc1, c1ccncc1. The product is COc1cc2ncnc(N3CCC(C(C)(O)COS(=O)(=O)c4ccc(C)cc4)CC3)c2cc1OC. As a reaction SMILES: [C:41](=[O:42])([OH:43])[O-:44].[CH3:12][O:13][c:14]1[cH:15][c:16]2[c:17]([N:26]3[CH2:27][CH2:28][CH:29]([C:32]([CH2:33][OH:34])([CH3:35])[OH:36])[CH2:30][CH2:31]3)[n:18][cH:19][n:20][c:21]2[cH:22][c:23]1[O:24][CH3:25].[CH3:52][CH2:53][O:54][C:55](=[O:56])[CH3:57].[CH:37]([Cl:38])([Cl:39])[Cl:40].[Na+:45].[c:1]1([CH3:11])[cH:2][cH:3][c:4]([S:7](=[O:8])(=[O:9])[Cl:10])[cH:5][cH:6]1.[cH:46]1[cH:47][cH:48][n:49][cH:50][cH:51]1>>[c:1]1([CH3:11])[cH:2][cH:3][c:4]([S:7](=[O:8])(=[O:9])[O:34][CH2:33][C:32]([CH:29]2[CH2:28][CH2:27][N:26]([c:17]3[c:16]4[cH:15][c:14]([O:13][CH3:12])[c:23]([O:24][CH3:25])[cH:22][c:21]4[n:20][cH:19][n:18]3)[CH2:31][CH2:30]2)([CH3:35])[OH:36])[cH:5][cH:6]1. Reactants: [Cl-].[Al+3].[Cl-].[Cl-] (Aluminum chloride), C(C)(=O)O[C@H]1[C@@H](O[C@@H]([C@H]([C@@H]1OC(C)=O)OC(C)=O)COC(C)=O)C1=CC(=CC=C1)CC1=CC2=CC=CC=CC2=C1 ((1S)-2,3,4,6-tetra-O-acetyl-1,5-anhydro-1-[3-(azulen-2-ylmethyl)phenyl]-D-glucitol), C(C)(=O)OC(C)=O (acetic anhydride), aqueous solution, Cl (hydrochloric acid). The solvent is C(Cl)Cl (methylene chloride). Conditions: time 30 minute. Product: C(C)(=O)O[C@H]1[C@@H](O[C@@H]([C@H]([C@@H]1OC(C)=O)OC(C)=O)COC(C)=O)C1=CC(=CC=C1)CC1=C(C2=CC=CC=CC2=C1)C(C)=O ((2S,3S,4R,5R,6R)-2-[3-[(1-acetylazulen-2-yl)methyl]phenyl]-6-[(acetyloxy)methyl]tetrahydro-2H-pyran-3,4,5-triyl triacetate). Reaction SMILES: [Cl-].[Al+3].[Cl-].[Cl-].[C:5]([O:8][C@@H:9]1[C@@H:14]([O:15][C:16](=[O:18])[CH3:17])[C@H:13]([O:19][C:20](=[O:22])[CH3:21])[C@@H:12]([CH2:23][O:24][C:25](=[O:27])[CH3:26])[O:11][C@H:10]1[C:28]1[CH:33]=[CH:32][CH:31]=[C:30]([CH2:34][C:35]2[CH:44]=[C:43]3[C:37](=[CH:38][CH:39]=[CH:40][CH:41]=[CH:42]3)[CH:36]=2)[CH:29]=1)(=[O:7])[CH3:6].[C:45](OC(=O)C)(=[O:47])[CH3:46].Cl>C(Cl)Cl>[C:5]([O:8][C@@H:9]1[C@@H:14]([O:15][C:16](=[O:18])[CH3:17])[C@H:13]([O:19][C:20](=[O:22])[CH3:21])[C@@H:12]([CH2:23][O:24][C:25](=[O:27])[CH3:26])[O:11][C@H:10]1[C:28]1[CH:33]=[CH:32][CH:31]=[C:30]([CH2:34][C:35]2[CH:36]=[C:37]3[C:43](=[CH:42][CH:41]=[CH:40][CH:39]=[CH:38]3)[C:44]=2[C:45](=[O:47])[CH3:46])[CH:29]=1)(=[O:7])[CH3:6] |f:0.1.2.3|. Procedure: Aluminum chloride (0.24 g) was added to a solution of (1S)-2,3,4,6-tetra-O-acetyl-1,5-anhydro-1-[3-(azulen-2-ylmethyl)phenyl]-D-glucitol (0.20 g) in methylene chloride (20 ml) at 0° C. and the mixture was stirred for 30 minutes. Next, acetic anhydride (0.17 ml) was added dropwise to the reaction mixture at 0° C. and the mixture was refluxed with stirring for 30 minutes and further 16 hours. The reaction mixture was added to 10% aqueous solution of hydrochloric acid under cooling with ice and was... Starting materials: [Na+].[Na+].[Na+].C(=O)N[C@@H](CC1=CC=C(C=C1)N(CCCl)CCCl)C(=O)NCCCC(P([O-])(=O)[O-])(P(O)(=O)[O-])O (N-{N'-formyl-4-[bis(2-chloroethyl)amino]-(L)phenylalanyl}-4-amino-1-hydroxybutane-1,1-diphosphonic acid trisodium salt), Cl (hydrochloric acid). Solvent: CO (methanol). Product: Cl.ClCCN(C1=CC=C(C[C@H](N)C(=O)NCCCC(P(O)(=O)O)(P(O)(=O)O)O)C=C1)CCCl (N-{4-[bis(2-chloroethyl)amino]-(L)-phenylalanyl}-4-amino-1-hydroxybutane-1,1-diphosphonic acid monohydrochloride). The yield is 171.9%. Reaction SMILES: [Na+].[Na+].[Na+].C([NH:6][C@H:7]([C:22]([NH:24][CH2:25][CH2:26][CH2:27][C:28]([OH:37])([P:33]([O-:36])(=[O:35])[OH:34])[P:29]([O-:32])(=[O:31])[O-:30])=[O:23])[CH2:8][C:9]1[CH:14]=[CH:13][C:12]([N:15]([CH2:19][CH2:20][Cl:21])[CH2:16][CH2:17][Cl:18])=[CH:11][CH:10]=1)=O.Cl>CO>[ClH:18].[Cl:18][CH2:17][CH2:16][N:15]([CH2:19][CH2:20][Cl:21])[C:12]1[CH:11]=[CH:10][C:9]([CH2:8][C@@H:7]([C:22]([NH:24][CH2:25][CH2:26][CH2:27][C:28]([OH:37])([P:29]([OH:32])(=[O:30])[OH:31])[P:33]([OH:35])(=[O:34])[OH:36])=[O:23])[NH2:6])=[CH:14][CH:13]=1 |f:0.1.2.3,6.7|. Procedure details: A solution of N-{N'-formyl-4-[bis(2-chloroethyl)amino]-(L)phenylalanyl}-4-amino-1-hydroxybutane-1,1-diphosphonic acid trisodium salt (32 mg) in methanol saturated with hydrochloric acid (1 ml) is heated to 40°-50° C. for 4 hours, then the solution is concentrated to reduced volume and the precipitated sodium chloride is filtered. The filtrate is evaporated to dryness and the residue is triturated with acetone and filtered. After recrystallization from ethanol/ethyl ether, N-{4-[bis(2-chloroethyl...